From a dataset of the Open Reaction Database (ORD), a public repository of structured organic reaction records. describe an organic reaction: reactants, conditions, products, and yield Starting materials: Cl (hydrochloric acid), BrC1=CC(=C(C(=C1)C)OCCCOC1=CC=C(C=C1)OC(F)(F)F)CC (4-bromo-2-ethyl-6-methyl-1-[3-(4-trifluoromethoxyphenoxy)propyloxy]benzene), C(CCC)[Li] (n-butyl lithium), COB(OC)OC (trimethoxy borane), crude product. Solvent: O1CCCC1 (tetrahydrofuran), O1CCCC1 (tetrahydrofuran). Reaction conditions: temperature -70 celsius, time 2 hour. The product is C(C)C=1C=C(C=C(C1OCCCOC1=CC=C(C=C1)OC(F)(F)F)CC)O (3,5-diethyl-4-[3-(4-trifluoromethoxyphenoxy)propyloxy]phenol). Isolated yield 69.2%. Reaction SMILES: Br[C:2]1[CH:7]=[C:6]([CH3:8])[C:5]([O:9][CH2:10][CH2:11][CH2:12][O:13][C:14]2[CH:19]=[CH:18][C:17]([O:20][C:21]([F:24])([F:23])[F:22])=[CH:16][CH:15]=2)=[C:4]([CH2:25][CH3:26])[CH:3]=1.C([Li])CCC.COB([O:37][CH3:38])OC.Cl>O1CCCC1>[CH2:7]([C:6]1[CH:8]=[C:38]([OH:37])[CH:3]=[C:4]([CH2:25][CH3:26])[C:5]=1[O:9][CH2:10][CH2:11][CH2:12][O:13][C:14]1[CH:19]=[CH:18][C:17]([O:20][C:21]([F:22])([F:23])[F:24])=[CH:16][CH:15]=1)[CH3:2]. Procedure details: Then, 7.0 g of 4-bromo-2-ethyl-6-methyl-1-[3-(4-trifluoromethoxyphenoxy)propyloxy]benzene was dissolved in 200 ml of tetrahydrofuran, followed by stirring at -70° C., to which 10.0 ml of n-butyl lithium solution (in hexane, 1.58 mol/liter) was added dropwise, followed by further stirring at -70° C. for 2 hours. To this reaction mixture was added dropwise a solution of 2.4 g of trimethoxy borane dissolved in 60 ml of tetrahydrofuran. The reaction mixture was stirred for 1 hour, while warming to r... Starting materials: [OH-].[K+] (potassium hydroxide), CN1N=CC=2N(C=3C=CC(=CC3C(C21)=O)C)CC#N ((1,7-dimethyl-9-oxo-1,9-dihydro-4H-pyrazolo[4,3-b]quinolin-4-yl)acetonitrile), O (water). Solvent: CC(C)(C)O (2-methyl-2-propanol). Run at temperature 85 celsius, time 10 minute. The product is CN1N=CC=2N(C=3C=CC(=CC3C(C21)=O)C)CC(=O)N (2-(1,7-DIMETHYL-9-OXO-1,9-DIHYDRO-4H-PYRAZOLO[4,3-b]QUINOLIN-4-YL)ACETAMIDE). Yield: 58.9%. As a reaction SMILES: [CH3:1][N:2]1[C:14]2[C:13](=[O:15])[C:12]3[CH:11]=[C:10]([CH3:16])[CH:9]=[CH:8][C:7]=3[N:6]([CH2:17][C:18]#[N:19])[C:5]=2[CH:4]=[N:3]1.[OH-:20].[K+].O>CC(O)(C)C>[CH3:1][N:2]1[C:14]2[C:13](=[O:15])[C:12]3[CH:11]=[C:10]([CH3:16])[CH:9]=[CH:8][C:7]=3[N:6]([CH2:17][C:18]([NH2:19])=[O:20])[C:5]=2[CH:4]=[N:3]1 |f:1.2|. Procedure details: To a solution warmed at 85° C. of (1,7-dimethyl-9-oxo-1,9-dihydro-4H-pyrazolo[4,3-b]quinolin-4-yl)acetonitrile (EXAMPLE 51, 69 mg, 0.27 mmol) in 2-methyl-2-propanol (5 ml) was added powdered potassium hydroxide (76 mg, 1.4 mmol). The mixture was stirred at 85° C. for 10 min. After cooling to ca. 40° C., the mixture was poured into water (30 ml) and extracted with ethyl acetate (30 ml×3). The combined organic layer was washed with brine (50 ml), dried over magnesium sulfate, and concentrated in v... The reactants are CC(C)(C)OC(=O)N1CC(Oc2ccc(-c3nc4ccc(C5(c6ccccc6)CC5)nc4s3)cc2)CC1C(=O)O, ClCCl, O=C(O)C(F)(F)F. Product: O=C(O)C1CC(Oc2ccc(-c3nc4ccc(C5(c6ccccc6)CC5)nc4s3)cc2)CN1. RXN SMILES: [C:8]([O:9][C:10](=[O:11])[N:15]1[CH:16]([C:45](=[O:46])[OH:47])[CH2:17][CH:18]([O:20][c:21]2[cH:22][cH:23][c:24](-[c:27]3[s:28][c:29]4[n:30][c:31]([C:36]5([c:39]6[cH:40][cH:41][cH:42][cH:43][cH:44]6)[CH2:37][CH2:38]5)[cH:32][cH:33][c:34]4[n:35]3)[cH:25][cH:26]2)[CH2:19]1)([CH3:12])([CH3:13])[CH3:14].[Cl:48][CH2:49][Cl:50].[F:1][C:2]([F:3])([F:4])[C:5]([OH:6])=[O:7]>>[NH:15]1[CH:16]([C:45](=[O:46])[OH:47])[CH2:17][CH:18]([O:20][c:21]2[cH:22][cH:23][c:24](-[c:27]3[s:28][c:29]4[n:30][c:31]([C:36]5([c:39]6[cH:40][cH:41][cH:42][cH:43][cH:44]6)[CH2:37][CH2:38]5)[cH:32][cH:33][c:34]4[n:35]3)[cH:25][cH:26]2)[CH2:19]1. Starting materials: NC1=CC(=NC(=C1C#N)OCC)C(=O)NCC=1C=NC(=CC1)Cl (4-amino-N-[(6-chloropyridin-3-yl)methyl]-5-cyano-6-ethoxypyridine-2-carboxamide), COC(=O)C1CCNCC1 (piperidine-4-carboxylic acid methyl ester). The product is NC1=CC(=NC(=C1C#N)OCC)C(=O)NCC=1C=CC(=NC1)N1CCC(CC1)C(=O)OC (methyl 1-[5-({[(4-amino-5-cyano-6-ethoxypyridin-2-yl)carbonyl]amino}methyl)pyridin-2-yl]piperidine-4-carboxylate), solid. Isolated yield 52.0%. Reaction SMILES: [NH2:1][C:2]1[C:7]([C:8]#[N:9])=[C:6]([O:10][CH2:11][CH3:12])[N:5]=[C:4]([C:13]([NH:15][CH2:16][C:17]2[CH:18]=[N:19][C:20](Cl)=[CH:21][CH:22]=2)=[O:14])[CH:3]=1.[CH3:24][O:25][C:26]([CH:28]1[CH2:33][CH2:32][NH:31][CH2:30][CH2:29]1)=[O:27]>>[NH2:1][C:2]1[C:7]([C:8]#[N:9])=[C:6]([O:10][CH2:11][CH3:12])[N:5]=[C:4]([C:13]([NH:15][CH2:16][C:17]2[CH:22]=[CH:21][C:20]([N:31]3[CH2:32][CH2:33][CH:28]([C:26]([O:25][CH3:24])=[O:27])[CH2:29][CH2:30]3)=[N:19][CH:18]=2)=[O:14])[CH:3]=1. Reported procedure: A mixture of Example 185 (50 mg, 0.15 mmol) and piperidine-4-carboxylic acid methyl ester (0.75 mL) were heated to 140° C. for 20 min. in a microwave reactor. The reaction mixture was extracted with ethyl acetate (5 mL) and washed with 1M HCl (2×10 mL). The organic layer was concentrated in vacuo and purified by silica gel chromatography (50-100% ethyl acetate in hexanes) providing the title compound as an off white solid (34 mg, 52%). 1H NMR (300 MHz, DMSO-d6) δ 8.92 (t, J=6.44 Hz, 1H), 8.05 (d... The reactants are C(C)(=O)O (acetic acid), NC1=CC=C(C=C1)C(CCC)=O (1-(4-aminophenyl)-butan-1-one), S1C=C(C=C1)C=O (thiophene-3-carbaldehyde), MP-CNBH3 resin. Run in C(Cl)Cl.CO (DCM MeOH), C(Cl)Cl.CO (DCM MeOH), CC(=O)N(C)C (DMA). Reaction conditions: temperature 55 celsius, time 8 hour. Product: S1C=C(C=C1)CNC1=CC=C(C=C1)C(CCC)=O (1-{4-[(Thiophen-3-ylmethyl)amino]phenyl}-butan-1-one). RXN SMILES: [NH2:1][C:2]1[CH:7]=[CH:6][C:5]([C:8](=[O:12])[CH2:9][CH2:10][CH3:11])=[CH:4][CH:3]=1.[S:13]1[CH:17]=[CH:16][C:15]([CH:18]=O)=[CH:14]1.C(O)(=O)C>C(Cl)Cl.CO.CC(N(C)C)=O>[S:13]1[CH:17]=[CH:16][C:15]([CH2:18][NH:1][C:2]2[CH:3]=[CH:4][C:5]([C:8](=[O:12])[CH2:9][CH2:10][CH3:11])=[CH:6][CH:7]=2)=[CH:14]1 |f:3.4|. Reported procedure: In a 20 mL vial, to a solution of 1-(4-aminophenyl)-butan-1-one (19.64 mg, 0.1 mmol) in DCM/MeOH (0.7 mL) was added a solution of thiophene-3-carbaldehyde (22.4 mg, 0.2 mmol) in DMA (0.8 mL). A solution of acetic acid (18 mg, 0.3 mmol) in DCM/MeOH (0.7 mL) was added, followed by the addition of 160 mg of MP-CNBH3 resin (3 eq.; subst. 2.25 mmoles/g). The vial was capped and was then heated with shaking overnight at 55° C. The progress of the reaction was monitored by LC/MS. After completion of th... The reactants are Sc1cccc(Br)c1, O=C([O-])[O-], CC(C)=O, CI, [K+], [K+]. Yields the product CSc1cccc(Br)c1. Reaction SMILES: [Br:1][c:2]1[cH:3][c:4]([SH:8])[cH:5][cH:6][cH:7]1.[C:9](=[O:10])([O-:11])[O-:12].[CH3:17][C:18](=[O:19])[CH3:20].[I:15][CH3:16].[K+:13].[K+:14]>>[Br:1][c:2]1[cH:3][c:4]([S:8][CH3:9])[cH:5][cH:6][cH:7]1.